Task: describe an organic reaction: reactants, conditions, products, and yield. Dataset: the Open Reaction Database (ORD), a public repository of structured organic reaction records The reactants are P(=O)(Cl)(Cl)Cl (phosphorus oxychloride), C(C1=CC=CC=C1)(C1=CC=CC=C1)OC(=O)C1(CCCC1)ON=C(C(=O)O)C=1N=C(SC1)NC(C1=CC=CC=C1)(C1=CC=CC=C1)C1=CC=CC=C1 (2-(1-benzhydryloxycarbonyl-1-cyclopentyloxyimino)-2-(2-tritylaminothiazol-4-yl)acetic acid), NC1[C@@H]2N(C(=C(CS2)CCl)C(=O)OC(C2=CC=CC=C2)C2=CC=CC=C2)C1=O (benzhydryl 7-amino-3-chloromethyl-3-cephem-4-carboxylate), CN(C1=CC=CC=C1)C (N,N-dimethylaniline). The solvent is O (water), C(Cl)(Cl)Cl (chloroform), C(Cl)Cl (methylene chloride). Reaction conditions: time 4 hour. The product is C(C1=CC=CC=C1)(C1=CC=CC=C1)OC(=O)C1(CCCC1)ON=C(C(=O)NC1[C@@H]2N(C(=C(CS2)CCl)C(=O)OC(C2=CC=CC=C2)C2=CC=CC=C2)C1=O)C=1N=C(SC1)NC(C1=CC=CC=C1)(C1=CC=CC=C1)C1=CC=CC=C1 (benzhydryl 7-[2-(1-benzhydryloxycarbonyl-1-cyclopentyloxyimino)-2-(2-tritylaminothiazol-4-yl)acetamido]-3-chloromethyl-3-cephem-4-carboxylate). Reaction SMILES: [CH:1]([O:14][C:15]([C:17]1([O:22][N:23]=[C:24]([C:28]2[N:29]=[C:30]([NH:33][C:34]([C:47]3[CH:52]=[CH:51][CH:50]=[CH:49][CH:48]=3)([C:41]3[CH:46]=[CH:45][CH:44]=[CH:43][CH:42]=3)[C:35]3[CH:40]=[CH:39][CH:38]=[CH:37][CH:36]=3)[S:31][CH:32]=2)[C:25](O)=[O:26])[CH2:21][CH2:20][CH2:19][CH2:18]1)=[O:16])([C:8]1[CH:13]=[CH:12][CH:11]=[CH:10][CH:9]=1)[C:2]1[CH:7]=[CH:6][CH:5]=[CH:4][CH:3]=1.[NH2:53][CH:54]1[C:79](=[O:80])[N:56]2[C:57]([C:63]([O:65][CH:66]([C:73]3[CH:78]=[CH:77][CH:76]=[CH:75][CH:74]=3)[C:67]3[CH:72]=[CH:71][CH:70]=[CH:69][CH:68]=3)=[O:64])=[C:58]([CH2:61][Cl:62])[CH2:59][S:60][C@H:55]12.CN(C)C1C=CC=CC=1.P(Cl)(Cl)(Cl)=O>C(Cl)Cl.O.C(Cl)(Cl)Cl>[CH:1]([O:14][C:15]([C:17]1([O:22][N:23]=[C:24]([C:28]2[N:29]=[C:30]([NH:33][C:34]([C:35]3[CH:40]=[CH:39][CH:38]=[CH:37][CH:36]=3)([C:47]3[CH:52]=[CH:51][CH:50]=[CH:49][CH:48]=3)[C:41]3[CH:42]=[CH:43][CH:44]=[CH:45][CH:46]=3)[S:31][CH:32]=2)[C:25]([NH:53][CH:54]2[C:79](=[O:80])[N:56]3[C:57]([C:63]([O:65][CH:66]([C:67]4[CH:72]=[CH:71][CH:70]=[CH:69][CH:68]=4)[C:73]4[CH:74]=[CH:75][CH:76]=[CH:77][CH:78]=4)=[O:64])=[C:58]([CH2:61][Cl:62])[CH2:59][S:60][C@H:55]23)=[O:26])[CH2:21][CH2:20][CH2:19][CH2:18]1)=[O:16])([C:8]1[CH:9]=[CH:10][CH:11]=[CH:12][CH:13]=1)[C:2]1[CH:7]=[CH:6][CH:5]=[CH:4][CH:3]=1. Reported procedure: 2.12 g (3 mmol) of 2-(1-benzhydryloxycarbonyl-1-cyclopentyloxyimino)-2-(2-tritylaminothiazol-4-yl)acetic acid (syn-isomer) and 1.24 g (3 mmol) of benzhydryl 7-amino-3-chloromethyl-3-cephem-4-carboxylate were dissolved in 50 ml of methylene chloride, and 1.2 ml (9.6 mmol) of N,N-dimethylaniline was added thereto under cooling with ice. Then, 0.29 ml (3.15 mmol) of phosphorus oxychloride was dropwise added thereto and the reaction solution was stirred at the same temperature for 4 hours. To the re... Reactants: C=1C=CC2=C(C1)N=NN2O (HOBt), C(CCl)Cl (EDC), NC(=O)C=1C=C(C(=O)O)C=C(C1)C(=O)N(CCC)CCC (3-(aminocarbonyl)-5-[(dipropylamino)carbonyl]benzoic acid), Cl.N[C@H]([C@@H](CN(C(OCC1C2=CC=CC=C2C=2C=CC=CC12)=O)CC1=CC(=CC=C1)I)O)CC1=CC(=CC(=C1)F)F (1-9H-fluoren-9-ylmethyl(2R,3S)-3-amino-4-(3,5-difluorophenyl)-2-hydroxybutyl(3-iodobenzyl)carbamate hydrochloride), CN1CCOCC1 (NMM). The solvent is CN(C)C=O (DMF). Reaction conditions: time 60 minute. The product is FC=1C=C(C=C(C1)F)C[C@@H]([C@@H](CN(C(OCC1C2=CC=CC=C2C=2C=CC=CC12)=O)CC1=CC(=CC=C1)I)O)NC(CCCC(N1CCCCC1)=O)=O (1-9H-fluoren-9-ylmethyl(2R,3S)-4-(3,5-difluorophenyl)-2-hydroxy-3-{[5-oxo-5-(1-piperidinyl)pentanoyl]amino}butyl(3-iodobenzyl)carbamate). As a reaction SMILES: C1C=CC2N(O)N=NC=2C=1.C(Cl)CCl.NC(C1C=[C:20]([CH:24]=[C:25]([C:27]([N:29]([CH2:33][CH2:34][CH3:35])[CH2:30][CH2:31]C)=[O:28])C=1)[C:21]([OH:23])=O)=O.Cl.[NH2:37][C@@H:38]([CH2:68][C:69]1[CH:74]=[C:73]([F:75])[CH:72]=[C:71]([F:76])[CH:70]=1)[C@H:39]([OH:67])[CH2:40][N:41]([CH2:59][C:60]1[CH:65]=[CH:64][CH:63]=[C:62]([I:66])[CH:61]=1)[C:42](=[O:58])[O:43][CH2:44][CH:45]1[C:57]2[CH:56]=[CH:55][CH:54]=[CH:53][C:52]=2[C:51]2[C:46]1=[CH:47][CH:48]=[CH:49][CH:50]=2.CN1CCOCC1>CN(C=O)C>[F:76][C:71]1[CH:70]=[C:69]([CH2:68][C@H:38]([NH:37][C:21](=[O:23])[CH2:20][CH2:24][CH2:25][C:27](=[O:28])[N:29]2[CH2:30][CH2:31][CH2:35][CH2:34][CH2:33]2)[C@H:39]([OH:67])[CH2:40][N:41]([CH2:59][C:60]2[CH:65]=[CH:64][CH:63]=[C:62]([I:66])[CH:61]=2)[C:42](=[O:58])[O:43][CH2:44][CH:45]2[C:46]3[CH:47]=[CH:48][CH:49]=[CH:50][C:51]=3[C:52]3[C:57]2=[CH:56][CH:55]=[CH:54][CH:53]=3)[CH:74]=[C:73]([F:75])[CH:72]=1 |f:3.4|. Procedure: HOBt (81 mg, 0.6 mmole) and EDC (105 mg, 0.55 mmole) are added to 1-carboxy-5-piperdinylglutaramide (IX, 100 mg, 0.5 mmole) in DMF (2 ml). The acid is activated 60 minutes then treated with 1-9H-fluoren-9-ylmethyl(2R,3S)-3-amino-4-(3,5-difluorophenyl)-2-hydroxybutyl(3-iodobenzyl)carbamate hydrochloride (XXXV, EXAMPLE 590, 300 mg, 0.43 mmole) and NMM (0.19 ml, 1.72 mmole). The reaction is stirred 3 hours then concentrated under reduced pressure. The residue is partitioned between ethyl acetate an... Reactants: C(C)(C)(C)OC(=O)N(C=1SC(=CN1)C=1C=C(C=2N(C1)C=C(N2)C(=O)OCC)C2=CC=CC=C2)C(C)C (ethyl 6-(2-(tert-butoxycarbonyl-(isopropyl)amino)thiazol-5-yl)-8-phenylimidazo[1,2-a]pyridine-2-carboxylate), [OH-].[Na+] (NaOH). Run in C1CCOC1.CO (THF MeOH). Product: C(C)(C)(C)OC(=O)N(C=1SC(=CN1)C=1C=C(C=2N(C1)C=C(N2)C(=O)O)C2=CC=CC=C2)C(C)C (6-(2-(tert-butoxycarbonyl(isopropyl)-amino)thiazol-5-yl)-8-phenylimidazo[1,2-a]pyridine-2-carboxylic acid). The yield is 98.2%. As a reaction SMILES: [C:1]([O:5][C:6]([N:8]([CH:34]([CH3:36])[CH3:35])[C:9]1[S:10][C:11]([C:14]2[CH:15]=[C:16]([C:28]3[CH:33]=[CH:32][CH:31]=[CH:30][CH:29]=3)[C:17]3[N:18]([CH:20]=[C:21]([C:23]([O:25]CC)=[O:24])[N:22]=3)[CH:19]=2)=[CH:12][N:13]=1)=[O:7])([CH3:4])([CH3:3])[CH3:2].[OH-].[Na+]>C1COCC1.CO>[C:1]([O:5][C:6]([N:8]([CH:34]([CH3:36])[CH3:35])[C:9]1[S:10][C:11]([C:14]2[CH:15]=[C:16]([C:28]3[CH:33]=[CH:32][CH:31]=[CH:30][CH:29]=3)[C:17]3[N:18]([CH:20]=[C:21]([C:23]([OH:25])=[O:24])[N:22]=3)[CH:19]=2)=[CH:12][N:13]=1)=[O:7])([CH3:4])([CH3:3])[CH3:2] |f:1.2,3.4|. Procedure details: A solution of ethyl 6-(2-(tert-butoxycarbonyl-(isopropyl)amino)thiazol-5-yl)-8-phenylimidazo[1,2-a]pyridine-2-carboxylate (1.00 g, 2.0 mmol) in THF/MeOH (2:1, 15 mL) was treated with 1 N NaOH (5 mL, 5 mmol) at room temperature for 5 hours. The organic solvents were removed under vacuum and the aqueous residue was acidified with 1 N HCl and the solids extracted into CH2Cl2. The extracts were washed with water and concentrated to give 940 mg of 6-(2-(tert-butoxycarbonyl(isopropyl)-amino)thiazol-5-... As a reaction SMILES: [CH2:27]1[CH2:28][CH2:29][NH:30][CH2:31]1.[O:1]=[C:2]1[NH:3][c:4]2[cH:5][cH:6][cH:7][cH:8][c:9]2[C:10]1=[C:11]1[O:12][CH:13]([CH2:20][CH2:21][O:22][S:23]([CH3:24])(=[O:25])=[O:26])[c:14]2[cH:15][cH:16][cH:17][cH:18][c:19]21.[O:32]1[CH2:33][CH2:34][O:35][CH2:36][CH2:37]1>>[O:1]=[C:2]1[NH:3][c:4]2[cH:5][cH:6][cH:7][cH:8][c:9]2[C:10]1=[C:11]1[O:12][CH:13]([CH2:20][CH2:21][N:30]2[CH2:29][CH2:28][CH2:27][CH2:31]2)[c:14]2[cH:15][cH:16][cH:17][cH:18][c:19]21. Yields the product O=C1Nc2ccccc2C1=C1OC(CCN2CCCC2)c2ccccc21. The reactants are C1CCNC1, CS(=O)(=O)OCCC1OC(=C2C(=O)Nc3ccccc32)c2ccccc21, C1COCCO1. Reported procedure: In 10 ml of methanol was dissolved 480 mg of (S)-4-(N-benzyloxycarbonylglycyl)-3-methoxycarbonylmethyl-2-oxo-piperazin-1-acetic acid t-butyl ester obtained in Working Example 58. To the solution was added 100 mg of 10% palladium-carbon, and the mixture was stirred for one hour at room temperature in a hydrogen streams. The catalyst was filtered off, and the filtrate was concentrated to give an oily product, which was dissolved in 5 ml of dimethylformamide. To the solution were added 200 mg of 4-... Run in C(C)(=O)OCC (ethyl acetate), CO (methanol), C(Cl)Cl (methylene chloride), CN(C=O)C (dimethylformamide). RXN SMILES: C([O:5][C:6](=[O:34])[CH2:7][N:8]1[CH2:13][CH2:12][N:11]([C:14](=[O:27])[CH2:15][NH:16][C:17]([O:19]CC2C=CC=CC=2)=O)[C@@H:10]([CH2:28][C:29]([O:31][CH3:32])=[O:30])[C:9]1=[O:33])(C)(C)C.[H][H].[ClH:37].[C:38]([C:41]1[CH:49]=[CH:48][C:44](C(O)=O)=[CH:43][CH:42]=1)(=[NH:40])[NH2:39].Cl.CN(C)CCCN=C=NCC.FC(F)(F)C(O)=O.Cl>CO.CN(C)C=O.C(OCC)(=O)C.C(Cl)Cl.[C].[Pd]>[ClH:37].[C:38]([C:41]1[CH:49]=[CH:48][C:44]([C:17]([NH:16][CH2:15][C:14]([N:11]2[CH2:12][CH2:13][N:8]([CH2:7][C:6]([OH:5])=[O:34])[C:9](=[O:33])[C@@H:10]2[CH2:28][C:29]([O:31][CH3:32])=[O:30])=[O:27])=[O:19])=[CH:43][CH:42]=1)(=[NH:39])[NH2:40] |f:2.3,4.5,12.13,14.15|. Reaction conditions: time 1 hour. Starting materials: FC(C(=O)O)(F)F (trifluoroacetic acid), Cl.CN(CCCN=C=NCC)C (1-(3-dimethylaminopropyl)-3-ethyl carbodiimide hydrochloride), C(C)(C)(C)OC(CN1C([C@@H](N(CC1)C(CNC(=O)OCC1=CC=CC=C1)=O)CC(=O)OC)=O)=O ((S)-4-(N-benzyloxycarbonylglycyl)-3-methoxycarbonylmethyl-2-oxo-piperazin-1-acetic acid t-butyl ester), Cl (HCl), [H][H] (hydrogen), Cl.C(N)(=N)C1=CC=C(C(=O)O)C=C1 (4-amidinobenzoic acid hydrochloride), Cl (hydrochloride). Reagents/catalysts: [C].[Pd] (palladium-carbon). The product is Cl.C(N)(=N)C1=CC=C(C(=O)NCC(=O)N2[C@H](C(N(CC2)CC(=O)O)=O)CC(=O)OC)C=C1 ((S)-4-(4-Amidinobenzoylglycyl)-3-methoxycarbonylmethyl-2-oxopiperazine-1-acetic acid hydrochloride). Yield: 53.4%. Reactants: Cc1ccc(Br)cc1, O=C([O-])[O-], [Cs+], [Cs+], FC(F)(F)c1ccc(Nc2ncnc3c2CCNC3)cc1, C1COCCO1. Product: Cc1ccc(N2CCc3c(ncnc3Nc3ccc(C(F)(F)F)cc3)C2)cc1. As a reaction SMILES: [Br:1][c:2]1[cH:3][cH:4][c:5]([CH3:8])[cH:6][cH:7]1.[C:9](=[O:10])([O-:11])[O-:12].[Cs+:13].[Cs+:14].[F:15][C:16]([c:17]1[cH:18][cH:19][c:20]([NH:23][c:24]2[c:25]3[c:26]([n:27][cH:28][n:29]2)[CH2:30][NH:31][CH2:32][CH2:33]3)[cH:21][cH:22]1)([F:34])[F:35].[O:36]1[CH2:37][CH2:38][O:39][CH2:40][CH2:41]1>>[c:2]1([N:31]2[CH2:30][c:26]3[c:25]([c:24]([NH:23][c:20]4[cH:19][cH:18][c:17]([C:16]([F:15])([F:34])[F:35])[cH:22][cH:21]4)[n:29][cH:28][n:27]3)[CH2:33][CH2:32]2)[cH:3][cH:4][c:5]([CH3:8])[cH:6][cH:7]1. As a reaction SMILES: [H-].[Na+].[CH3:3][O:4][C:5]1[CH:6]=[CH:7][C:8]2[NH:12][C:11](S)=[N:10][C:9]=2[CH:14]=1.[CH2:15](Cl)/[CH:16]=[C:17](/[CH2:19][CH2:20][CH:21]=[C:22]([CH3:24])[CH3:23])\[CH3:18]>CN(C)C=O.C(Cl)Cl>[CH3:18]/[C:17](/[CH2:19][CH2:20][CH:21]=[C:22]([CH3:24])[CH3:23])=[CH:16]\[CH2:15][N:10]1[C:9]2[CH:14]=[C:5]([O:4][CH3:3])[CH:6]=[CH:7][C:8]=2[N:12]=[CH:11]1 |f:0.1|. Product: C\C(=C/CN1C=NC2=C1C=C(C=C2)OC)\CCC=C(C)C (1-(3,7-dimethyl-2,6(E)-octadienyl)-6-methoxy-1H-1,3-benzimidazole). Reported procedure: To a suspension of sodium hydride (0.25 g, 11 mmol) in dimethylformamide (10 mL) at 0° C. under nitrogen was added 6-methoxy-2-mercaptobenzimidazole (1.98 g, 11 mmol) in dimethylformamide (20 mL). The solution was allowed to stir to ambient temperature, then geranyl chloride (1.9 g, 11 mmol) was added and the reaction mixture stirred at 90° C. overnight. Evaporation of the solvent gave a residue which was dissolved in CH2Cl2, washed with H2O and dried over Na2SO4. Evaporation and flash chromatog... Reactants: C(\C=C(/C)\CCC=C(C)C)Cl (geranyl chloride), COC=1C=CC2=C(N=C(N2)S)C1 (6-methoxy-2-mercaptobenzimidazole), [H-].[Na+] (sodium hydride). Solvent: CN(C=O)C (dimethylformamide), CN(C=O)C (dimethylformamide), C(Cl)Cl (CH2Cl2). Isolated yield 76.7%. The reactants are CN1N=CC=C1C(=O)O (1-methyl-1H-pyrazole-5-carboxylic acid), NC1=CC2=C(C=N1)C(C(N2C2CC2)=O)(C)C (6-amino-1-cyclopropyl-3,3-dimethyl-1H-pyrrolo[3,2-c]pyridin-2(3H)-one). Reported procedure: Prepared in analogy to example 26 from 1-methyl-1H-pyrazole-5-carboxylic acid and 6-amino-1-cyclopropyl-3,3-dimethyl-1H-pyrrolo[3,2-c]pyridin-2(3H)-one (example 79c). The title compound was obtained as white foam. Yields the product C1(CC1)N1C(C(C=2C=NC(=CC21)NC(=O)C2=CC=NN2C)(C)C)=O (N-(1-Cyclopropyl-3,3-dimethyl-2-oxo-2,3-dihydro-1H-pyrrolo[3,2-c]pyridin-6-yl)-1-methyl-1H-pyrazole-5-carboxamide). As a reaction SMILES: [CH3:1][N:2]1[C:6]([C:7]([OH:9])=O)=[CH:5][CH:4]=[N:3]1.[NH2:10][C:11]1[N:16]=[CH:15][C:14]2[C:17]([CH3:25])([CH3:24])[C:18](=[O:23])[N:19]([CH:20]3[CH2:22][CH2:21]3)[C:13]=2[CH:12]=1>>[CH:20]1([N:19]2[C:13]3[CH:12]=[C:11]([NH:10][C:7]([C:6]4[N:2]([CH3:1])[N:3]=[CH:4][CH:5]=4)=[O:9])[N:16]=[CH:15][C:14]=3[C:17]([CH3:24])([CH3:25])[C:18]2=[O:23])[CH2:22][CH2:21]1. Yields the product ClC=1C=NC2=CC=C(C=C2C1CCC1CCNCC1)OC (3-chloro-6-methoxy-4-[2-(4-piperidyl)-ethyl]-quinoline). Procedure: The operation is as in Example 1, but starting from 15 g of 4-[2-(5-methoxy-3-indolyl)-ethyl]-piperidine and 0.25 g of triethylbenzylammonium chloride in 120 ml of chloroform and 18 g of sodium hydroxide in 35 ml of water. 1.85 g of 3-chloro-6-methoxy-4-[2-(4-piperidyl)-ethyl]-quinoline are finally obtained in the form of the dihydrochloride melting at 210° C. Reaction SMILES: [CH3:1][O:2][C:3]1[CH:4]=[C:5]2[C:9](=[CH:10][CH:11]=1)[NH:8][CH:7]=[C:6]2[CH2:12][CH2:13][CH:14]1[CH2:19][CH2:18][NH:17][CH2:16][CH2:15]1.[OH-].[Na+].C1(N)C(F)=C(F)C(F)=C(N)C=1F.Cl.Cl.[CH:36](Cl)(Cl)[Cl:37]>[Cl-].C([N+](CC)(CC)CC1C=CC=CC=1)C.O>[Cl:37][C:36]1[CH:7]=[N:8][C:9]2[C:5]([C:6]=1[CH2:12][CH2:13][CH:14]1[CH2:15][CH2:16][NH:17][CH2:18][CH2:19]1)=[CH:4][C:3]([O:2][CH3:1])=[CH:11][CH:10]=2 |f:1.2,3.4.5,7.8|. Run in O (water). The reactants are COC=1C=C2C(=CNC2=CC1)CCC1CCNCC1 (4-[2-(5-methoxy-3-indolyl)-ethyl]-piperidine), C1(=C(C(=C(C(=C1F)F)F)N)F)N.Cl.Cl (dihydrochloride), C(Cl)(Cl)Cl (chloroform), [OH-].[Na+] (sodium hydroxide). The reagents and catalysts are [Cl-].C(C)[N+](CC1=CC=CC=C1)(CC)CC (triethylbenzylammonium chloride). The reactants are C(Cl)Cl (CH2Cl2), O=C1NC2=CC=CC=C2CC1CC(=O)O ((2-Oxo-1,2,3,4-tetrahydro-quinolin-3-yl)-acetic acid), CCN=C=NCCCN(C)C.Cl (EDCl), CCN(C(C)C)C(C)C (DIEA). The solvent is CO (MeOH). Run at time 2 hour. Product: COC(CC1C(NC2=CC=CC=C2C1)=O)=O ((2-oxo-1,2,3,4-tetrahydro-quinolin-3-yl)-acetic acid methyl ester). The yield is 60.0%. Reaction SMILES: [O:1]=[C:2]1[CH:11]([CH2:12][C:13]([OH:15])=[O:14])[CH2:10][C:9]2[C:4](=[CH:5][CH:6]=[CH:7][CH:8]=2)[NH:3]1.[CH3:16]CN=C=NCCCN(C)C.Cl.CCN(C(C)C)C(C)C.C(Cl)Cl>CO>[CH3:16][O:14][C:13](=[O:15])[CH2:12][CH:11]1[CH2:10][C:9]2[C:4](=[CH:5][CH:6]=[CH:7][CH:8]=2)[NH:3][C:2]1=[O:1] |f:1.2|. Reported procedure: (2-Oxo-1,2,3,4-tetrahydro-quinolin-3-yl)-acetic acid (2.73 mmol), EDCl (3.27 mmol) and DIEA (3.27 mmol) are dissolved in 10 mL MeOH. About 2 mL of CH2Cl2 is also added to help dissolving the solid. The reaction mixture is stirred at room temperature for 2 hours before removal of the solvent under reduced pressure. The residue is purified by silica gel chromatography (hexane/EtOAc) to give (2-oxo-1,2,3,4-tetrahydro-quinolin-3-yl)-acetic acid methyl ester as a white solid. Yield: 60%. 1H NMR (400 ...